The task is: describe an organic reaction: reactants, conditions, products, and yield. This data is from the Open Reaction Database (ORD), a public repository of structured organic reaction records. Reagents/catalysts: [C-]#N.[Zn+2].[C-]#N (zinc cyanide), C=1C=CC(=CC1)[P](C=2C=CC=CC2)(C=3C=CC=CC3)[Pd]([P](C=4C=CC=CC4)(C=5C=CC=CC5)C=6C=CC=CC6)([P](C=7C=CC=CC7)(C=8C=CC=CC8)C=9C=CC=CC9)[P](C=1C=CC=CC1)(C=1C=CC=CC1)C=1C=CC=CC1 (tetrakis(triphenylphosphine)palladium(0)). Reported procedure: A mixture of 3-bromo-2,6-dimethylthieno[2,3-b]pyridin-4-amine (Description 8) (200 mg, 0.778 mmol), zinc cyanide (183 mg, 1.556 mmol) and tetrakis(triphenylphosphine)palladium(0) (90 mg, 0.078 mmol) in DMF (5 mL) was heated in a microwave at 140° C. for 1 h. Another batch of 3-bromo-2,6-dimethylthieno[2,3-b]pyridin-4-amine (200 mg, 0.778 mmol) was subjected to the same conditions. The mixtures were then combined and ethyl acetate (50 mL) added. The resulting mixture was washed with saturated NaH... Product: NC1=C2C(=NC(=C1)C)SC(=C2C#N)C (4-Amino-2,6-dimethylthieno[2,3-b]pyridine-3-carbonitrile). Reaction SMILES: Br[C:2]1[C:10]2[C:9]([NH2:11])=[CH:8][C:7]([CH3:12])=[N:6][C:5]=2[S:4][C:3]=1[CH3:13].C(OCC)(=O)C.[CH3:20][N:21](C=O)C>[C-]#N.[Zn+2].[C-]#N.C1C=CC([P]([Pd]([P](C2C=CC=CC=2)(C2C=CC=CC=2)C2C=CC=CC=2)([P](C2C=CC=CC=2)(C2C=CC=CC=2)C2C=CC=CC=2)[P](C2C=CC=CC=2)(C2C=CC=CC=2)C2C=CC=CC=2)(C2C=CC=CC=2)C2C=CC=CC=2)=CC=1>[NH2:11][C:9]1[CH:8]=[C:7]([CH3:12])[N:6]=[C:5]2[S:4][C:3]([CH3:13])=[C:2]([C:20]#[N:21])[C:10]=12 |f:3.4.5,^1:33,35,54,73|. Conditions: temperature 140 celsius. Starting materials: BrC1=C(SC=2N=C(C=C(C21)N)C)C (3-bromo-2,6-dimethylthieno[2,3-b]pyridin-4-amine), CN(C)C=O (DMF), BrC1=C(SC=2N=C(C=C(C21)N)C)C (3-bromo-2,6-dimethylthieno[2,3-b]pyridin-4-amine), C(C)(=O)OCC (ethyl acetate). Starting materials: O[C@@H]1[C@@H]2[C@]3(C=CC(C=C3CC[C@H]2[C@@H]2CCC(=CCO)[C@]2(C1)C)=O)C (11β,21-dihydroxypregna-1,4,17(20)-trien-3-one), acyl, dicarboxylic acid, O[C@@H]1[C@@H]2[C@]3(C=CC(C=C3[C@H](C[C@H]2[C@@H]2CCC(=CCO)[C@]2(C1)C)C)=O)C (11β,21-dihydroxy-6α-methylpregna-1,4,17(20)-trien-3-one), alkali metal salts. The product is O[C@@H]1[C@@H]2[C@]3(CCC(C=C3CC[C@H]2[C@@H]2CCC(=CCO)[C@]2(C1)C)=O)C (11β,21-dihydroxypregna-4,17(20)-dien-3-one). The yield is 100.0%. As a reaction SMILES: [OH:1][C@H:2]1[CH2:21][C@@:20]2([CH3:22])[C@@H:13]([CH2:14][CH2:15][C:16]2=[CH:17][CH2:18][OH:19])[C@H:12]2[C@H:3]1[C@:4]1([CH3:24])[C:9]([CH2:10][CH2:11]2)=[CH:8][C:7](=[O:23])[CH:6]=[CH:5]1.O[C@H]1C[C@@]2(C)[C@@H](CCC2=CCO)[C@H]2[C@H]1[C@]1(C)C([C@@H](C)C2)=CC(=O)C=C1>>[OH:1][C@H:2]1[CH2:21][C@@:20]2([CH3:22])[C@@H:13]([CH2:14][CH2:15][C:16]2=[CH:17][CH2:18][OH:19])[C@H:12]2[C@H:3]1[C@:4]1([CH3:24])[C:9]([CH2:10][CH2:11]2)=[CH:8][C:7](=[O:23])[CH2:6][CH2:5]1. Reported procedure: U.S. Pat. No. 3,770,586 claims an improved process for the production of 11β,21-dihydroxypregna-1,4,17(20)-trien-3-one (Example 1) and 11β,21-dihydroxy-6α-methylpregna-1,4,17(20)-trien-3-one (Example 5) whereby the alkali metal salts of the Δ4 -3-keto 21-hemiester substrates thereof where the acyl radical is that of a dicarboxylic acid of 3 to 12 carbon atoms are 1,2-dehydrogenated by use of S. affinis. Using shake flasks, 11β,21-dihydroxypregna-4,17(20)-dien-3-one 21-hemisuccinate potassium sal...